Dataset: the Open Reaction Database (ORD), a public repository of structured organic reaction records. Task: describe an organic reaction: reactants, conditions, products, and yield Reactants: Intermediate 62, C1CCOC1 (THF), C1(=CC=CC=C1)[C@H]1NC(OC1)=O (4-(R)-Phenyloxazolidin-2-one), C1CCOC1 (THF), C(CCC)[Li] (n-Butyl lithium), [NH4+].[Cl-] (NH4Cl), O (water). Solvent: C(Cl)(Cl)Cl (CHCl3). Run at temperature 0 celsius, time 20 minute. Product: C1(CC1)COC=1C=C(C=CC1OC)/C=C(/C(=O)N1C(OC[C@H]1C1=CC=CC=C1)=O)\C (3-[3-(3-Cyclopropylmethoxy-4-methoxyphenyl)-2-methyl-E-acryloyl]-4-(R)-phenyloxazolidin-2-one). Reaction SMILES: [C:1]1([C@@H:7]2[CH2:11][O:10][C:9](=[O:12])[NH:8]2)[CH:6]=[CH:5][CH:4]=[CH:3][CH:2]=1.[CH2:13]([Li])[CH2:14][CH2:15][CH3:16].[NH4+].[Cl-].[OH2:20].[CH2:21]1[CH2:25][O:24][CH2:23][CH2:22]1>C(Cl)(Cl)Cl>[CH:15]1([CH2:16][O:20][C:13]2[CH:14]=[C:15](/[CH:16]=[C:7](\[CH3:1])/[C:11]([N:8]3[C@H:7]([C:1]4[CH:2]=[CH:3][CH:4]=[CH:5][CH:6]=4)[CH2:11][O:10][C:9]3=[O:12])=[O:10])[CH:22]=[CH:21][C:25]=2[O:24][CH3:23])[CH2:13][CH2:14]1 |f:2.3|. Procedure: 4-(R)-Phenyloxazolidin-2-one (33.0 g, 0.202 mol) was dissolved in THF (1 L) and cooled to −78° C. n-Butyl lithium (2.5 M in hexanes, 79.5 mL, 0.198 mol) was added, and the resulting reaction mixture was stirred for 20 minutes. A solution of Intermediate 62 (65.1 g, 0.213 mol) in THF (200 mL) was added dropwise over 15 minutes. The reaction mixture was stirred for 1 hour at −78° C., then warmed to 0° C., slowly. The reaction mixture became thick with beige solids. The mixture was neutralized at 0... The reactants are O=C([O-])[O-], CC#N, [Cs+], [Cs+], CC1(C)OCC(COc2c(F)c(F)nc(F)c2F)O1, N#Cc1ccc(OCc2ccccc2)c(O)c1. Yields the product CC1(C)OCC(COc2c(F)c(F)nc(Oc3cc(C#N)ccc3OCc3ccccc3)c2F)O1. As a reaction SMILES: [C:20](=[O:21])([O-:22])[O-:23].[CH3:43][C:44]#[N:45].[Cs+:24].[Cs+:25].[F:1][c:2]1[n:3][c:4]([F:19])[c:5]([F:18])[c:6]([O:9][CH2:10][CH:11]2[O:12][C:13]([CH3:16])([CH3:17])[O:14][CH2:15]2)[c:7]1[F:8].[OH:26][c:27]1[cH:28][c:29]([C:30]#[N:31])[cH:32][cH:33][c:34]1[O:35][CH2:36][c:37]1[cH:38][cH:39][cH:40][cH:41][cH:42]1>>[c:2]1([O:26][c:27]2[cH:28][c:29]([C:30]#[N:31])[cH:32][cH:33][c:34]2[O:35][CH2:36][c:37]2[cH:38][cH:39][cH:40][cH:41][cH:42]2)[n:3][c:4]([F:19])[c:5]([F:18])[c:6]([O:9][CH2:10][CH:11]2[O:12][C:13]([CH3:16])([CH3:17])[O:14][CH2:15]2)[c:7]1[F:8]. The reactants are ClCCCl, CCOC(C)=O, CS(C)=O, O=C(O)C(Cl)Cl, NC(=O)C(O)C(Cc1ccccc1)NC(=O)C1CCC(=O)N1Cc1ccccc1, O. Product: NC(=O)C(=O)C(Cc1ccccc1)NC(=O)C1CCC(=O)N1Cc1ccccc1. Reaction SMILES: [CH2:1]([Cl:2])[CH2:3][Cl:4].[CH3:40][CH2:41][O:42][C:43](=[O:44])[CH3:45].[CH3:46][S:47]([CH3:48])=[O:49].[Cl:5][CH:6]([Cl:7])[C:8]([OH:9])=[O:10].[NH2:11][C:12]([CH:13]([CH:14]([CH2:15][c:16]1[cH:17][cH:18][cH:19][cH:20][cH:21]1)[NH:22][C:23](=[O:24])[CH:25]1[N:26]([CH2:31][c:32]2[cH:33][cH:34][cH:35][cH:36][cH:37]2)[C:27](=[O:30])[CH2:28][CH2:29]1)[OH:38])=[O:39].[OH2:50]>>[NH2:11][C:12]([C:13]([CH:14]([CH2:15][c:16]1[cH:17][cH:18][cH:19][cH:20][cH:21]1)[NH:22][C:23](=[O:24])[CH:25]1[N:26]([CH2:31][c:32]2[cH:33][cH:34][cH:35][cH:36][cH:37]2)[C:27](=[O:30])[CH2:28][CH2:29]1)=[O:38])=[O:39]. Starting materials: CO, Fc1cnc(Cl)nc1Nc1ccc2c(c1)OCCO2, Cl, O, Nc1cccc(O)c1. Product: Oc1cccc(Nc2ncc(F)c(Nc3ccc4c(c3)OCCO4)n2)c1. Reaction SMILES: [CH3:29][OH:30].[Cl:1][c:2]1[n:3][cH:4][c:5]([F:19])[c:6]([NH:8][c:9]2[cH:10][c:11]3[c:12]([cH:13][cH:14]2)[O:15][CH2:16][CH2:17][O:18]3)[n:7]1.[ClH:28].[OH2:31].[OH:20][c:21]1[cH:22][c:23]([NH2:24])[cH:25][cH:26][cH:27]1>>[c:2]1([NH:24][c:23]2[cH:22][c:21]([OH:20])[cH:27][cH:26][cH:25]2)[n:3][cH:4][c:5]([F:19])[c:6]([NH:8][c:9]2[cH:10][c:11]3[c:12]([cH:13][cH:14]2)[O:15][CH2:16][CH2:17][O:18]3)[n:7]1. Reactants: C(C)(=O)O[BH-](OC(C)=O)OC(C)=O.[Na+] (sodium triacetoxyborohydride), C(O)([O-])=O.[Na+] (sodium hydrogen carbonate), C(C1=CC=CC=C1)=O (benzaldehyde), ClC1=CC=C(C=C1)C(N1CC(C1)N)C1=CC=C(C=C1)Cl (1-[bis(4-chlorophenyl)methyl]azetidin-3-ylamine). Run in ClCCl (dichloromethane), C(C)(=O)O (acetic acid). Conditions: temperature 0 celsius, time 16 hour. The product is C(C1=CC=CC=C1)NC1CN(C1)C(C1=CC=C(C=C1)Cl)C1=CC=C(C=C1)Cl (N-benzyl-N-{1-[bis(4-chlorophenyl)methyl]azetidin-3-yl}amine). Reaction SMILES: [CH:1](=O)[C:2]1[CH:7]=[CH:6][CH:5]=[CH:4][CH:3]=1.[Cl:9][C:10]1[CH:15]=[CH:14][C:13]([CH:16]([C:22]2[CH:27]=[CH:26][C:25]([Cl:28])=[CH:24][CH:23]=2)[N:17]2[CH2:20][CH:19]([NH2:21])[CH2:18]2)=[CH:12][CH:11]=1.C(O[BH-](OC(=O)C)OC(=O)C)(=O)C.[Na+].C(=O)([O-])O.[Na+]>ClCCl.C(O)(=O)C>[CH2:1]([NH:21][CH:19]1[CH2:20][N:17]([CH:16]([C:22]2[CH:27]=[CH:26][C:25]([Cl:28])=[CH:24][CH:23]=2)[C:13]2[CH:12]=[CH:11][C:10]([Cl:9])=[CH:15][CH:14]=2)[CH2:18]1)[C:2]1[CH:7]=[CH:6][CH:5]=[CH:4][CH:3]=1 |f:2.3,4.5|. Reported procedure: 0.134 cm3 of benzaldehyde is added, at room temperature under an argon atmosphere, to a solution of 369 mg of 1-[bis(4-chlorophenyl)methyl]azetidin-3-ylamine in 15 cm3 of dichloromethane. The mixture is cooled to around 0° C., before gradually adding thereto 382 mg of sodium triacetoxyborohydride, and then 70 mm3 of acetic acid. After stirring for 16 hours at room temperature, the mixture is poured over 50 cm3 of a saturated aqueous sodium hydrogen carbonate solution and then extracted with twic... The reactants are C[Al](C)C (AlMe3), CC(CN)(C)C (2,2-dimethyl-propylamine), C(#N)C1=CC=C(C=C1)C(C(=O)OCC)C (ethyl 2-(4-cyanophenyl)propanoate). Run in C(Cl)Cl (DCM). Reaction conditions: time 15 minute. Product: CC(CNC(=O)C(C)C1=CC=C(C#N)C=C1)(C)C ((±)-4-[1-(2,2-Dimethylpropyl-carbamoyl)-ethyl]-benzonitrile). Yield: 41.0%. RXN SMILES: C[Al](C)C.[CH3:5][C:6]([CH3:10])([CH3:9])[CH2:7][NH2:8].[C:11]([C:13]1[CH:18]=[CH:17][C:16]([CH:19]([CH3:25])[C:20](OCC)=[O:21])=[CH:15][CH:14]=1)#[N:12]>C(Cl)Cl>[CH3:5][C:6]([CH3:10])([CH3:9])[CH2:7][NH:8][C:20]([CH:19]([C:16]1[CH:15]=[CH:14][C:13]([C:11]#[N:12])=[CH:18][CH:17]=1)[CH3:25])=[O:21]. Procedure details: Add AlMe3 (1.72 mL, 3.44 mmol, 2M solution in hexane) to a solution of 2,2-dimethyl-propylamine (402 μL, 3.44 mmol) in DCM (0.5 mL) under nitrogen atmosphere. Stir the mixture for 15 min at room temperature and add ethyl 2-(4-cyanophenyl)propanoate. Heat the mixture at 40° C. overnight. Quench the reaction with 10N aqueous HCl and extract twice with DCM. Dry the combined organics extracts over Na2SO4, filter and concentrate in vacuo. Purify by chromatography on silica gel eluting with hexane/EtO... Starting materials: COCC1=C(C=CC(=C1)C(=O)O)C1=C(C=CC=C1)C (2-(methoxymethyl)-2′-methyl biphenyl-4-carboxylic acid), NC(C=1C=C(CN(CC(=O)OC(C)(C)C)C)C=C(C1)Cl)=NO (tert-butyl N-{3-[amino(hydroxyimino)methyl]-5-chlorobenzyl}-N-methylglycinate). The product is ClC=1C=C(CN(CC(=O)OC(C)(C)C)C)C=C(C1)C1=NOC(=N1)C1=CC(=C(C=C1)C1=C(C=CC=C1)C)COC (Tert-butyl N-(3-chloro-5-{5-[2-(methoxymethyl)-2′-methylbiphenyl-4-yl]-1,2,4-oxadiazol-3-yl}benzyl)-N-methylglycinate), Cl.ClC=1C=C(CN(CC(=O)O)C)C=C(C1)C1=NOC(=N1)C1=CC(=C(C=C1)C1=C(C=CC=C1)C)COC (N-(3-chloro-5-{5-[2-(methoxymethyl)-2′-methylbiphenyl-4-yl]-1,2,4-oxadiazol-3-yl}benzyl)-N-methylglycine, hydrochloride salt). Reaction SMILES: [CH3:1][O:2][CH2:3][C:4]1[CH:9]=[C:8]([C:10]([OH:12])=O)[CH:7]=[CH:6][C:5]=1[C:13]1[CH:18]=[CH:17][CH:16]=[CH:15][C:14]=1[CH3:19].[NH2:20][C:21](=[N:40][OH:41])[C:22]1[CH:23]=[C:24]([CH:36]=[C:37]([Cl:39])[CH:38]=1)[CH2:25][N:26]([CH3:35])[CH2:27][C:28]([O:30][C:31]([CH3:34])([CH3:33])[CH3:32])=[O:29]>>[Cl:39][C:37]1[CH:36]=[C:24]([CH:23]=[C:22]([C:21]2[N:20]=[C:10]([C:8]3[CH:7]=[CH:6][C:5]([C:13]4[CH:18]=[CH:17][CH:16]=[CH:15][C:14]=4[CH3:19])=[C:4]([CH2:3][O:2][CH3:1])[CH:9]=3)[O:12][N:40]=2)[CH:38]=1)[CH2:25][N:26]([CH3:35])[CH2:27][C:28]([O:30][C:31]([CH3:33])([CH3:34])[CH3:32])=[O:29].[ClH:39].[Cl:39][C:37]1[CH:36]=[C:24]([CH:23]=[C:22]([C:21]2[N:20]=[C:10]([C:8]3[CH:7]=[CH:6][C:5]([C:13]4[CH:18]=[CH:17][CH:16]=[CH:15][C:14]=4[CH3:19])=[C:4]([CH2:3][O:2][CH3:1])[CH:9]=3)[O:41][N:40]=2)[CH:38]=1)[CH2:25][N:26]([CH3:35])[CH2:27][C:28]([OH:30])=[O:29] |f:3.4|. Procedure: Tert-butyl N-(3-chloro-5-{5-[2-(methoxymethyl)-2′-methylbiphenyl-4-yl]-1,2,4-oxadiazol-3-yl}benzyl)-N-methylglycinate was prepared following the general procedure 3 starting from Intermediate 3 and Intermediate 43. It was hydrolyzed following general procedure 8 to afford the title compound as a white powder. 1H NMR (DMSO-d6, 400 MHz) δ 8.34 (m, 1H), 8.30 (m, 1H), 8.17 (m, 2H), 8.07 (m, 1H), 7.91 (m, 1H), 7.44 (d, J=7.8 Hz, 1H), 4.46 (m, 1H), 4.20 (m, 2H), 4.09 (m, 2H), 3.25 (s, 3H), 2.80 (s, 3H... The reactants are C1(=CC=C(C=C1)S(=O)(=O)O)C (p-toluenesulphonic acid), OC1(C=2C=CC(=CC2CCC1)C#N)C=1NC=NC1 (5-hydroxy-5-(3H-imidazol-4-yl)-5,6,7,8-tetrahydronaphthalene-2-carbonitrile), SCCO (2-mercaptoethanol). The solvent is C=1(C(=CC=CC1)C)C (xylene), C([O-])(O)=O.[Na+] (sodium bicarbonate). Product: OCCSC1=C(C=CC=2C(CCCC12)C=1N=CNC1)C#N (2-Hydroxyethylsulphanyl-5-(1H-imidazol-4-yl)-5,6,7,8-tetrahydronaphthalene-2-carbonitrile). As a reaction SMILES: C1(C)C=CC(S(O)(=O)=O)=CC=1.O[C:13]1([C:25]2[NH:26][CH:27]=[N:28][CH:29]=2)[CH2:22][CH2:21][CH2:20][C:19]2[CH:18]=[C:17]([C:23]#[N:24])[CH:16]=[CH:15][C:14]1=2.[SH:30][CH2:31][CH2:32][OH:33]>C1(C)C(C)=CC=CC=1.C(=O)(O)[O-].[Na+]>[OH:33][CH2:32][CH2:31][S:30][C:18]1[C:19]2[CH2:20][CH2:21][CH2:22][CH:13]([C:25]3[N:26]=[CH:27][NH:28][CH:29]=3)[C:14]=2[CH:15]=[CH:16][C:17]=1[C:23]#[N:24] |f:4.5|. Reported procedure: 5 mol % p-toluenesulphonic acid are added to a solution of 1 mmol of 5-hydroxy-5-(3H-imidazol-4-yl)-5,6,7,8-tetrahydronaphthalene-2-carbonitrile and 2.2 mmol of 2-mercaptoethanol [60-24-2] in 10 ml of xylene, and the mixture is heated to reflux in the presence of molecular sieves (4 Å) overnight. The reaction mixture is cooled to room temperature, diluted with 1M sodium bicarbonate solution and extracted with ethyl acetate (3×). The combined organic phases are dried with sodium sulphate and evap... The reactants are C=1C=CC2=C(C1)N(C)CCC2. The reagents and catalysts are N(CC)(CC)CC, OC(C)(C)C(O)(C)C, O1BOC=2C=CC=CC12, FC=1C(F)=C(F)C(B(C=2C(F)=C(F)C(F)=C(F)C2F)C=3C(F)=C(F)C(F)=C(F)C3F)=C(F)C1F. Run in C=1C=CC(=CC1)C. Conditions: temperature 120 celsius, time 48 hour. Yields the product O1B(OC(C)(C)C1(C)C)C2=CC=C3C(=C2)CCCN3C. The yield is 83.0%. Procedure: Prepared from 1-methyl-1,2,3,4-tetrahydroquinoline (1k, 29.4 mg, 0.200 mmol, 1.00 equiv) and catBH (36.0 mg, 0.300 mmol, 1.50 equiv) according to GP 1. The title compound was purified by flash column chromatography using cyclohexane/EtOAc/Et3N (30/1/1) as eluent to afford 3k (45.3 mg, 83%) as a white solid. Reactants: Br, COC1C2CC3CC1CC(CNC(=O)OC(C)(C)C)(C3)C2. The product is Br, COC1C2CC3CC1CC(CN)(C3)C2. RXN SMILES: [BrH:22].[C:1]([O:2][C:3](=[O:4])[NH:7][CH2:8][C:9]12[CH2:10][CH:11]3[CH:12]([O:19][CH3:20])[CH:13]([CH2:14][CH:15]([CH2:16]1)[CH2:17]3)[CH2:18]2)([CH3:5])([CH3:6])[CH3:21]>>[BrH:22].[NH2:7][CH2:8][C:9]12[CH2:10][CH:11]3[CH:12]([O:19][CH3:20])[CH:13]([CH2:14][CH:15]([CH2:16]1)[CH2:17]3)[CH2:18]2.